This data is from the Open Reaction Database (ORD), a public repository of structured organic reaction records. The task is: describe an organic reaction: reactants, conditions, products, and yield RXN SMILES: C[O:2][C:3](=[O:31])[C:4]1[CH:9]=[CH:8][C:7]([CH2:10][C:11]([NH:13][C:14]2[CH:19]=[CH:18][CH:17]=[C:16](/[CH:20]=[CH:21]/[C:22]3[S:23][CH:24]=[C:25]([CH:27]4[CH2:30][CH2:29][CH2:28]4)[N:26]=3)[CH:15]=2)=[O:12])=[CH:6][CH:5]=1.O1CCCCC1.CO.O.[OH-].[Li+]>O>[CH:27]1([C:25]2[N:26]=[C:22](/[CH:21]=[CH:20]/[C:16]3[CH:15]=[C:14]([NH:13][C:11](=[O:12])[CH2:10][C:7]4[CH:6]=[CH:5][C:4]([C:3]([OH:31])=[O:2])=[CH:9][CH:8]=4)[CH:19]=[CH:18][CH:17]=3)[S:23][CH:24]=2)[CH2:28][CH2:29][CH2:30]1 |f:3.4.5|. The reactants are COC(C1=CC=C(C=C1)CC(=O)NC1=CC(=CC=C1)\C=C\C=1SC=C(N1)C1CCC1)=O ((E)-4-[2-[3-[2-[4-(cyclobutyl)-2-thiazolyl]ethenyl]phenylamino]-2-oxoethyl]benzoic acid methyl ester), O.[OH-].[Li+] (lithium hydroxide monohydrate), O1CCCCC1 (tetrahydropyran), CO (methanol). Solvent: O (water). Reported procedure: A solution composed of 0.5 g of (E)-4-[2-[3-[2-[4-(cyclobutyl)-2-thiazolyl]ethenyl]phenylamino]-2-oxoethyl]benzoic acid methyl ester, 20 ml of tetrahydropyran, 3 ml of methanol, 3 ml of water and 0.35 g of lithium hydroxide monohydrate was allowed to stand at room temperature for 20 hr. The solvents were removed by rotary evaporation and the residual materials were taken up in 30 ml of water. Addition of an excess of acetic acid caused the precipitation of 0.5 g of (E)-4-[2-[3-[2-[4-(cyclobutyl)... The product is C1(CCC1)C=1N=C(SC1)/C=C/C=1C=C(C=CC1)NC(CC1=CC=C(C(=O)O)C=C1)=O ((E)-4-[2-[3-[2-[4-(Cyclobutyl)-2-thiazolyl]ethenyl]phenylamino]-2-oxoethyl]benzoic acid). Conditions: time 20 hour.